From a dataset of the Open Reaction Database (ORD), a public repository of structured organic reaction records. describe an organic reaction: reactants, conditions, products, and yield Reactants: OC1=C(C(C(C2=CC=CC=C12)(CCC)CCC)=O)C(=O)OCC (Ethyl 1-hydroxy-3-oxo-4,4-dipropyl-3,4-dihydro-2-naphthalenecarboxylate), NC1=C(C=C(C=C1)OCC1=CC=CC=C1)S(=O)(=O)N (2-amino-5-(benzyloxy)benzenesulfonamide). The solvent is C1(=CC=CC=C1)C (toluene). Product: NS(=O)(=O)C1=C(C=CC(=C1)OCC1=CC=CC=C1)NC(=O)C1=C(C2=CC=CC=C2C(C1=O)(CCC)CCC)O (N-[2-(aminosulfonyl)-4-(benzyloxy)phenyl]-1-hydroxy-3-oxo-4,4-dipropyl-3,4-dihydro-2-naphthalenecarboxamide). Isolated yield 102.8%. As a reaction SMILES: [OH:1][C:2]1[C:11]2[C:6](=[CH:7][CH:8]=[CH:9][CH:10]=2)[C:5]([CH2:15][CH2:16][CH3:17])([CH2:12][CH2:13][CH3:14])[C:4](=[O:18])[C:3]=1[C:19](OCC)=[O:20].[NH2:24][C:25]1[CH:30]=[CH:29][C:28]([O:31][CH2:32][C:33]2[CH:38]=[CH:37][CH:36]=[CH:35][CH:34]=2)=[CH:27][C:26]=1[S:39]([NH2:42])(=[O:41])=[O:40]>C1(C)C=CC=CC=1>[NH2:42][S:39]([C:26]1[CH:27]=[C:28]([O:31][CH2:32][C:33]2[CH:38]=[CH:37][CH:36]=[CH:35][CH:34]=2)[CH:29]=[CH:30][C:25]=1[NH:24][C:19]([C:3]1[C:4](=[O:18])[C:5]([CH2:15][CH2:16][CH3:17])([CH2:12][CH2:13][CH3:14])[C:6]2[C:11](=[CH:10][CH:9]=[CH:8][CH:7]=2)[C:2]=1[OH:1])=[O:20])(=[O:40])=[O:41]. Procedure details: A suspension of the product of Example 1F (617 mg, 1.95 mmol) and the product of Example 2D (542 mg, 1.95 mmol) in toluene (20 mL) was stirred at reflux for 18 hours and concentrated in vacuo to afford the title compound (1.1 g, 100%). 1H NMR (300 MHz, CDCl3): δ 17.85 (d, J=12.13 Hz, 1 H), 12.49 (s, 1 H), 12.35 (s, 1 H), 8.32 (d, J=6.62 Hz, 1 H), 8.18 (m, 1 H), 7.98 (d, J=9.19 Hz, 1 H), 7.66 (m, 2 H), 7.42 (m, 3 H), 7.27 (m, 4 H), 5.49 (s, 1 H), 5.37 (s, 1 H), 5.07 (d, J=30.89 Hz, 2 H), 2.31 (m,... Starting materials: [H-].[Na+] (sodium hydride), C(C)S (ethyl mercaptan), CN(C)C=O (DMF), ClC=1C(=NC=C(C1)C(F)(F)F)C(=O)NC1=NC=C(C=C1)C(F)(F)F (3-chloro-5-trifluoromethyl-N-(5-trifluoromethylpyridin-2-yl)picolinamide). Run in O (Water). Run at time 10 minute. Product: C(C)SC=1C(=NC=C(C1)C(F)(F)F)C(=O)NC1=NC=C(C=C1)C(F)(F)F (3-ethylsulfanyl-5-trifluoromethyl-N-(5-trifluoromethylpyridin-2-yl)picolinamide). Yield: 107.4%. As a reaction SMILES: [H-].[Na+].[CH2:3]([SH:5])[CH3:4].CN(C=O)C.Cl[C:12]1[C:13]([C:22]([NH:24][C:25]2[CH:30]=[CH:29][C:28]([C:31]([F:34])([F:33])[F:32])=[CH:27][N:26]=2)=[O:23])=[N:14][CH:15]=[C:16]([C:18]([F:21])([F:20])[F:19])[CH:17]=1>O>[CH2:3]([S:5][C:12]1[C:13]([C:22]([NH:24][C:25]2[CH:30]=[CH:29][C:28]([C:31]([F:32])([F:33])[F:34])=[CH:27][N:26]=2)=[O:23])=[N:14][CH:15]=[C:16]([C:18]([F:19])([F:20])[F:21])[CH:17]=1)[CH3:4] |f:0.1|. Procedure details: 0.37 g of 60% sodium hydride (oil-based) was added to a mixture of 0.34 g of ethyl mercaptan and 3 mL of DMF under ice cooling, and the mixture was stirred at room temperature for 10 minutes. 1.35 g of 3-chloro-5-trifluoromethyl-N-(5-trifluoromethylpyridin-2-yl)picolinamide was added to the reaction mixture, and the mixture was stirred at room temperature for 3 hours. Water was poured to the reaction mixture, and the precipitated solid was taken by filtration and dried under reduced pressure to ... Starting materials: C(C)N(C1=CC=C(C(=O)O)C=C1)C1=CC=2C(CC=C(C2C=C1)CC)(C)C (4-[Ethyl-(5-ethyl-8,8-dimethyl-7,8-dihydro-naphthalen-2-yl)-amino]-benzoic acid), C(C)OC(C1=CC=C(C=C1)N(C1=CC=2C(CC=C(C2C=C1)CC)(C)C)CC)=O (4-[Ethyl-(5-ethyl-8,8-dimethyl-7,8-dihydro-naphthalen-2-yl)-amino]-benzoic acid ethyl ester), C(C)N(C1=CC=C(C(=O)O)C=C1)C1=CC=2C(CC=C(C2C=C1)CC)(C)C (4-[Ethyl-(5-ethyl-8,8-dimethyl-7,8-dihydro-naphthalen-2-yl)-amino]-benzoic acid), C(C)OC(C1=CC=C(C=C1)N(C1=CC=2C(CC=C(C2C=C1)CC)(C)C)CC)=O (4-[Ethyl-(5-ethyl-8,8-dimethyl-7,8-dihydro-naphthalen-2-yl)-amino]-benzoic acid ethyl ester). The product is C(C)OC(C1=CC=C(C=C1)NC1=CC=2C(CC=C(C2C=C1)CC)(C)C)=O (4-(5-Ethyl-8,8-dimethyl-7,8-dihydro-naphthalen-2-ylamino)-benzoic acid ethyl ester). RXN SMILES: C(N(C1C=CC2C(CC)=CCC(C)(C)C=2C=1)C1C=CC(C(O)=O)=CC=1)C.[CH2:27]([O:29][C:30](=[O:54])[C:31]1[CH:36]=[CH:35][C:34]([N:37](CC)[C:38]2[CH:47]=[CH:46][C:45]3[C:44]([CH2:48][CH3:49])=[CH:43][CH2:42][C:41]([CH3:51])([CH3:50])[C:40]=3[CH:39]=2)=[CH:33][CH:32]=1)[CH3:28]>>[CH2:27]([O:29][C:30](=[O:54])[C:31]1[CH:32]=[CH:33][C:34]([NH:37][C:38]2[CH:47]=[CH:46][C:45]3[C:44]([CH2:48][CH3:49])=[CH:43][CH2:42][C:41]([CH3:50])([CH3:51])[C:40]=3[CH:39]=2)=[CH:35][CH:36]=1)[CH3:28]. Procedure details: PNMR (300 MHz, CDCl3) δ 1.18 (t, 3 H, J=7.3 Hz), 1.23 (s, 6 H), 1.39 (t, 3 H, J=7.1 Hz), 2.17 (d, 2 H, J=4.0 Hz), 2.46 (d, 2 H, J=7.3 Hz), 4.34 (q, 2 H J=7.1 Hz), 5.70 (t, 1 H, J=4.0 Hz), 6.07 (s 1 H, NH), 7.00-7.03 (overlapping d & dd, 3 H), 7.11 (s, 1 H), 7.25 (d, 1 H, J=8.6 Hz), 7.93 (d, 2 H, J=8.6 Hz). 4-[Ethyl-(5-ethyl-8,8-dimethyl-7,8-dihydro-naphthalen-2-yl)-amino]-benzoic acid ethyl ester (Compound 74). Following General Procedure D, 4-(5-Ethyl-8,8-dimethyl-7,8-dihydro-naphthalen-2-ylami... Reactants: CC(C)(C)[O-], Cc1ccccc1, c1ccc(-c2ccccc2P(C2CCCCC2)C2CCCCC2)cc1, Cl, FC1(F)CCNCC1, Cc1onc(-c2ccccc2)c1-c1nnc(-c2ccc(I)cc2)o1, N, [Na+]. The product is Cc1onc(-c2ccccc2)c1-c1nnc(-c2ccc(N3CCC(F)(F)CC3)cc2)o1. As a reaction SMILES: [CH3:51][C:52]([CH3:53])([O-:54])[CH3:55].[CH3:66][c:67]1[cH:68][cH:69][cH:70][cH:71][cH:72]1.[CH:25]1([P:26]([CH:27]2[CH2:28][CH2:29][CH2:30][CH2:31][CH2:32]2)[c:33]2[cH:34][cH:35][cH:36][cH:37][c:38]2-[c:39]2[cH:40][cH:41][cH:42][cH:43][cH:44]2)[CH2:45][CH2:46][CH2:47][CH2:48][CH2:49]1.[ClH:57].[F:58][C:59]1([F:65])[CH2:60][CH2:61][NH:62][CH2:63][CH2:64]1.[I:1][c:2]1[cH:3][cH:4][c:5](-[c:8]2[o:9][c:10](-[c:13]3[c:14](-[c:19]4[cH:20][cH:21][cH:22][cH:23][cH:24]4)[n:15][o:16][c:17]3[CH3:18])[n:11][n:12]2)[cH:6][cH:7]1.[N:50].[Na+:56]>>[c:2]1([N:62]2[CH2:61][CH2:60][C:59]([F:58])([F:65])[CH2:64][CH2:63]2)[cH:3][cH:4][c:5](-[c:8]2[o:9][c:10](-[c:13]3[c:14](-[c:19]4[cH:20][cH:21][cH:22][cH:23][cH:24]4)[n:15][o:16][c:17]3[CH3:18])[n:11][n:12]2)[cH:6][cH:7]1. Reactants: C(C)(C)(C)OC(=O)N1CC(CCC1)C(=O)NCC1=C(N=C(S1)C1=CC=C(C=C1)Cl)C (1-tert-Butoxycarbonyl-N-[[2-(4-chlorophenyl)-4-methylthiazol-5-yl]methyl]piperidine-3-carboxamide). Solvent: Cl.CO (hydrogen chloride methanol). Reaction conditions: time 1 hour. The product is Cl.ClC1=CC=C(C=C1)C=1SC(=C(N1)C)CNC(=O)C1CNCCC1 (N-[[2-(4-Chlorophenyl)-4-methylthiazol-5-yl]methyl]piperidine-3-carboxamide hydrochloride). Yield: 195.1%. Reaction SMILES: C(OC([N:8]1[CH2:13][CH2:12][CH2:11][CH:10]([C:14]([NH:16][CH2:17][C:18]2[S:22][C:21]([C:23]3[CH:28]=[CH:27][C:26]([Cl:29])=[CH:25][CH:24]=3)=[N:20][C:19]=2[CH3:30])=[O:15])[CH2:9]1)=O)(C)(C)C>Cl.CO>[ClH:29].[Cl:29][C:26]1[CH:27]=[CH:28][C:23]([C:21]2[S:22][C:18]([CH2:17][NH:16][C:14]([CH:10]3[CH2:11][CH2:12][CH2:13][NH:8][CH2:9]3)=[O:15])=[C:19]([CH3:30])[N:20]=2)=[CH:24][CH:25]=1 |f:1.2,3.4|. Procedure: 1-tert-Butoxycarbonyl-N-[[2-(4-chlorophenyl)-4-methylthiazol-5-yl]methyl]piperidine-3-carboxamide (916 mg, 2.04 mmol) was dissolved in a 10% hydrogen chloride/methanol solution (20 mL) and the mixture was stirred at room temperature for 1 hour. Subsequently, the reaction mixture was concentrated and the residue was air-dried to give 769 mg (98%) of the desired compound as a colorless amorphous product. Starting materials: C1CCOC1, [CH2]C, CCOC(C)=O, Cl, Cc1ccc(C#N)cc1. Yields the product CCOC(=O)CC(=O)c1ccc(C)cc1. Reaction SMILES: [CH2:19]1[CH2:22][CH2:21][CH2:20][O:23]1.[CH2:1][CH3:2].[CH3:13][CH2:14][O:15][C:16]([CH3:17])=[O:18].[ClH:12].[c:3]1([CH3:11])[cH:4][cH:5][c:6]([C:9]#[N:10])[cH:7][cH:8]1>>[c:3]1([CH3:11])[cH:4][cH:5][c:6]([C:9]([CH2:17][C:16]([O:15][CH2:14][CH3:13])=[O:18])=[O:23])[cH:7][cH:8]1. Starting materials: O=C([O-])C(O)CF, NC(O)(CF)C(=O)[O-], NC(N)(CF)C(=O)[O-]. Yields the product NC(N)(CF)C(=O)[O-], N. As a reaction SMILES: [F:1][CH2:2][CH:3]([OH:4])[C:5]([O-:6])=[O:7].[NH2:16][C:17]([OH:18])([CH2:19][F:20])[C:21]([O-:22])=[O:23].[NH2:8][C:9]([C:10](=[O:11])[O-:12])([CH2:13][F:14])[NH2:15]>>[NH2:8][C:9]([C:10](=[O:11])[O-:12])([CH2:13][F:14])[NH2:15].[NH3:16]. Reactants: C([O-])([O-])=O.[K+].[K+] (potassium carbonate), S(=O)(Cl)Cl (Thionyl chloride), OCCCN1C(C=CC=C1)=O (1-(3-hydroxypropyl)-1,2dihyro-2-pyridone), product, ClC1=CC(=C(NC2=NC=NC3=CC(=C(C=C23)OC)O)C=C1)F (4-(4-chloro-2-fluoroanilino)-7-hydroxy-6-methoxyquinazoline). Run in O (water), CN1CCCC1=O (NMP), ClC(Cl)Cl (trichloromethane). Run at temperature 5 celsius, time 1 hour. The product is ClC1=CC(=C(NC2=NC=NC3=CC(=C(C=C23)OC)OCCCN2C(C=CC=C2)=O)C=C1)F (4-(4-chloro-2-fluoroanilino)-6-methoxy-7-(3-(2-oxo-1,2-dihydro-1-pyridyl)propoxy)quinazoline). Yield: 42.6%. Reaction SMILES: S(Cl)(Cl)=O.[OH:5][CH2:6][CH2:7][CH2:8][N:9]1[CH:14]=[CH:13][CH:12]=[CH:11][C:10]1=[O:15].[Cl:16][C:17]1[CH:36]=[CH:35][C:20]([NH:21][C:22]2[C:31]3[C:26](=[CH:27][C:28](O)=[C:29]([O:32][CH3:33])[CH:30]=3)[N:25]=[CH:24][N:23]=2)=[C:19]([F:37])[CH:18]=1.C(=O)([O-])[O-].[K+].[K+]>ClC(Cl)Cl.CN1C(=O)CCC1.O>[Cl:16][C:17]1[CH:36]=[CH:35][C:20]([NH:21][C:22]2[C:31]3[C:26](=[CH:27][C:28]([O:5][CH2:6][CH2:7][CH2:8][N:9]4[CH:14]=[CH:13][CH:12]=[CH:11][C:10]4=[O:15])=[C:29]([O:32][CH3:33])[CH:30]=3)[N:25]=[CH:24][N:23]=2)=[C:19]([F:37])[CH:18]=1 |f:3.4.5|. Procedure details: Thionyl chloride (0.55 ml, 7.5 mmol) was added to a solution of 1-(3-hydroxypropyl)-1,2dihyro-2-pyridone (770 mg, 5 mmol) in trichloromethane (15 ml) at 5° C. The mixture was stirred at 5° C. for 1 hour and then at ambient temperature for 2 hours. The volatiles were removed by evaporation, the residue azeotroped with toluene and dried under vacuum to give crude 1-(3-chloropropyl)-1,2-dihydro-2-pyridone (500 mg) which was used directly. Part of this product (206 mg, 1.2 mmol) was then added to a ... Reactants: CCCO, [Cl-], [Na+], [Na], ClC1=Nc2c(cnn2-c2ccccc2)C2=NC(Cc3ccccc3)CN12. Yields the product CCCOC1=Nc2c(cnn2-c2ccccc2)C2=NC(Cc3ccccc3)CN12. As a reaction SMILES: [CH2:30]([CH2:31][CH3:32])[OH:33].[Cl-:28].[Na+:29].[Na:1].[c:2]1(-[n:8]2[n:9][cH:10][c:11]3[c:16]2[N:15]=[C:14]([Cl:17])[N:13]2[C:12]3=[N:20][CH:19]([CH2:21][c:22]3[cH:23][cH:24][cH:25][cH:26][cH:27]3)[CH2:18]2)[cH:3][cH:4][cH:5][cH:6][cH:7]1>>[c:2]1(-[n:8]2[n:9][cH:10][c:11]3[c:16]2[N:15]=[C:14]([O:33][CH2:30][CH2:31][CH3:32])[N:13]2[C:12]3=[N:20][CH:19]([CH2:21][c:22]3[cH:23][cH:24][cH:25][cH:26][cH:27]3)[CH2:18]2)[cH:3][cH:4][cH:5][cH:6][cH:7]1.